This data is from the Open Reaction Database (ORD), a public repository of structured organic reaction records. The task is: describe an organic reaction: reactants, conditions, products, and yield The reactants are CS(C)=O, CCN(C(C)C)C(C)C, Clc1ccc(-c2csc(N3CCNCC3)n2)c(Cl)c1, O, O=C(Nc1cccnc1)OCC(Cl)(Cl)Cl. The product is O=C(Nc1cccnc1)N1CCN(c2nc(-c3ccc(Cl)cc3Cl)cs2)CC1. As a reaction SMILES: [CH3:45][S:46](=[O:47])[CH3:48].[CH:35]([N:36]([CH:37]([CH3:38])[CH3:39])[CH2:40][CH3:41])([CH3:42])[CH3:43].[Cl:16][c:17]1[c:18](-[c:24]2[n:25][c:26]([N:29]3[CH2:30][CH2:31][NH:32][CH2:33][CH2:34]3)[s:27][cH:28]2)[cH:19][cH:20][c:21]([Cl:23])[cH:22]1.[OH2:44].[n:1]1[cH:2][c:3]([NH:7][C:8]([O:9][CH2:10][C:11]([Cl:12])([Cl:13])[Cl:14])=[O:15])[cH:4][cH:5][cH:6]1>>[n:1]1[cH:2][c:3]([NH:7][C:8](=[O:15])[N:32]2[CH2:31][CH2:30][N:29]([c:26]3[n:25][c:24](-[c:18]4[c:17]([Cl:16])[cH:22][c:21]([Cl:23])[cH:20][cH:19]4)[cH:28][s:27]3)[CH2:34][CH2:33]2)[cH:4][cH:5][cH:6]1.